The task is: describe an organic reaction: reactants, conditions, products, and yield. This data is from the Open Reaction Database (ORD), a public repository of structured organic reaction records. Run in CN1CCCC1=O (NMP). Yields the product FC1CC(C1)C1=NC(=NO1)C=1C=CC(=C(C1)NC(=O)C1=CN=C2N1C=CC=C2)C (N-(5-(5-(3-fluorocyclobutyl)-1,2,4-oxadiazol-3-yl)-2-methylphenyl)imidazo[1,2-a]pyridine-3-carboxamide). As a reaction SMILES: [F:1][CH:2]1[CH2:5][CH:4]([C:6]([OH:8])=O)[CH2:3]1.C(N1C=CN=C1)(N1C=CN=C1)=O.O[N:22]=[C:23]([C:25]1[CH:26]=[CH:27][C:28]([CH3:43])=[C:29]([NH:31][C:32]([C:34]2[N:38]3[CH:39]=[CH:40][CH:41]=[CH:42][C:37]3=[N:36][CH:35]=2)=[O:33])[CH:30]=1)[NH2:24]>CN1C(=O)CCC1>[F:1][CH:2]1[CH2:3][CH:4]([C:6]2[O:8][N:22]=[C:23]([C:25]3[CH:26]=[CH:27][C:28]([CH3:43])=[C:29]([NH:31][C:32]([C:34]4[N:38]5[CH:39]=[CH:40][CH:41]=[CH:42][C:37]5=[N:36][CH:35]=4)=[O:33])[CH:30]=3)[N:24]=2)[CH2:5]1. Procedure details: To a stirring solution of 3-fluorocyclobutanecarboxylic acid (76 mg, 0.647 mmol) in anhydrous NMP (1.5 mL) was added 1,1′-carbonyldiimidazole (105 mg, 0.647 mmol). The reaction was stirred for 5 minutes. 5-(N′-hydroxycarbamimidoyl)-2-methylphenyl)imidazo[1,2-a]pyridine-3-carboxamide (9) (100 mg, 0.323 mmol) was added and the reaction was stirred for 25 minutes, then heated in the microwave at 120° C. for 10 minutes. The crude product was purified by reverse phase preparative HPLC to give N-(5-(5... The reactants are FC1CC(C1)C(=O)O (3-fluorocyclobutanecarboxylic acid), C(=O)(N1C=NC=C1)N1C=NC=C1 (1,1′-carbonyldiimidazole), ON=C(N)C=1C=CC(=C(C1)NC(=O)C1=CN=C2N1C=CC=C2)C (N-(5-(N′-hydroxycarbamimidoyl)-2-methylphenyl)imidazo[1,2-a]pyridine-3-carboxamide). Run at temperature 120 celsius, time 5 minute.